This data is from the Open Reaction Database (ORD), a public repository of structured organic reaction records. The task is: describe an organic reaction: reactants, conditions, products, and yield Starting materials: S1C=CC=2NC(=CC21)C(=O)OC (methyl 4H-thieno[3,2-b]pyrrole-5-carboxylate), BrCC1=CC=CC2=CC=CC=C12 (1-bromomethyl-naphthalene). The product is COC(=O)C1=CC2=C(N1CC1=CC=CC3=CC=CC=C13)C=CS2 (4-naphthalen-1-ylmethyl-4H-thieno[3,2-b]pyrrole-5-carboxylic acid methyl ester). As a reaction SMILES: [S:1]1[C:8]2[CH:7]=[C:6]([C:9]([O:11][CH3:12])=[O:10])[NH:5][C:4]=2[CH:3]=[CH:2]1.Br[CH2:14][C:15]1[C:24]2[C:19](=[CH:20][CH:21]=[CH:22][CH:23]=2)[CH:18]=[CH:17][CH:16]=1>>[CH3:12][O:11][C:9]([C:6]1[N:5]([CH2:14][C:15]2[C:24]3[C:19](=[CH:20][CH:21]=[CH:22][CH:23]=3)[CH:18]=[CH:17][CH:16]=2)[C:4]2[CH:3]=[CH:2][S:1][C:8]=2[CH:7]=1)=[O:10]. Procedure: Using general procedure B, methyl 4H-thieno[3,2-b]pyrrole-5-carboxylate was coupled with 1-bromomethyl-naphthalene to give 4-naphthalen-1-ylmethyl-4H-thieno[3,2-b]pyrrole-5-carboxylic acid methyl ester which was hydrolyzed as described in the general procedure B (Exp. 2.2) to give the title compound as a white solid. MS: 306.3 ([M−H]−). Starting materials: CC(C)Oc1cncc(Br)c1, O=C([O-])O, CC(C)(C)[O-], Cc1ccccc1, CCOC(C)=O, CNc1ncc2cc(-c3c(C)ccc4c(N)nccc34)ccc2n1, [Na+], [Na+], O=C(C=Cc1ccccc1)C=Cc1ccccc1, O=C(C=Cc1ccccc1)C=Cc1ccccc1, O=C(C=Cc1ccccc1)C=Cc1ccccc1, [Pd], [Pd]. Yields the product CNc1ncc2cc(-c3c(C)ccc4c(Nc5cncc(OC(C)C)c5)nccc34)ccc2n1. RXN SMILES: [Br:25][c:26]1[cH:27][n:28][cH:29][c:30]([O:32][CH:33]([CH3:34])[CH3:35])[cH:31]1.[C:42](=[O:43])([OH:44])[O-:45].[CH3:36][C:37]([CH3:38])([O-:39])[CH3:40].[CH3:47][c:48]1[cH:49][cH:50][cH:51][cH:52][cH:53]1.[CH3:54][CH2:55][O:56][C:57]([CH3:58])=[O:59].[NH2:1][c:2]1[n:3][cH:4][cH:5][c:6]2[c:7](-[c:13]3[cH:14][c:15]4[cH:16][n:17][c:18]([NH:23][CH3:24])[n:19][c:20]4[cH:21][cH:22]3)[c:8]([CH3:12])[cH:9][cH:10][c:11]12.[Na+:41].[Na+:46].[O:62]=[C:63]([CH:64]=[CH:65][c:66]1[cH:67][cH:68][cH:69][cH:70][cH:71]1)[CH:72]=[CH:73][c:74]1[cH:75][cH:76][cH:77][cH:78][cH:79]1.[O:80]=[C:81]([CH:82]=[CH:83][c:84]1[cH:85][cH:86][cH:87][cH:88][cH:89]1)[CH:90]=[CH:91][c:92]1[cH:93][cH:94][cH:95][cH:96][cH:97]1.[O:98]=[C:99]([CH:100]=[CH:101][c:102]1[cH:103][cH:104][cH:105][cH:106][cH:107]1)[CH:108]=[CH:109][c:110]1[cH:111][cH:112][cH:113][cH:114][cH:115]1.[Pd:60].[Pd:61]>>[NH:1]([c:2]1[n:3][cH:4][cH:5][c:6]2[c:7](-[c:13]3[cH:14][c:15]4[cH:16][n:17][c:18]([NH:23][CH3:24])[n:19][c:20]4[cH:21][cH:22]3)[c:8]([CH3:12])[cH:9][cH:10][c:11]12)[c:26]1[cH:27][n:28][cH:29][c:30]([O:32][CH:33]([CH3:34])[CH3:35])[cH:31]1. Reactants: CCOC(=O)C(C)(C)Br, O=C([O-])[O-], CCCCc1cc(O)ccc1OCCc1nc(-c2cccc(-c3ccccc3)c2)oc1C, [Cs+], [Cs+], CN(C)C=O. Yields the product CCCCc1cc(OC(C)(C)C(=O)OCC)ccc1OCCc1nc(-c2cccc(-c3ccccc3)c2)oc1C. Reaction SMILES: [Br:33][C:34]([C:35](=[O:36])[O:37][CH2:38][CH3:39])([CH3:40])[CH3:41].[C:42](=[O:43])([O-:44])[O-:45].[CH2:1]([CH2:2][CH2:3][CH3:4])[c:5]1[cH:6][c:7]([OH:32])[cH:8][cH:9][c:10]1[O:11][CH2:12][CH2:13][c:14]1[n:15][c:16](-[c:20]2[cH:21][c:22](-[c:26]3[cH:27][cH:28][cH:29][cH:30][cH:31]3)[cH:23][cH:24][cH:25]2)[o:17][c:18]1[CH3:19].[Cs+:46].[Cs+:47].[O:48]=[CH:49][N:50]([CH3:51])[CH3:52]>>[CH2:1]([CH2:2][CH2:3][CH3:4])[c:5]1[cH:6][c:7]([O:32][C:34]([C:35](=[O:36])[O:37][CH2:38][CH3:39])([CH3:40])[CH3:41])[cH:8][cH:9][c:10]1[O:11][CH2:12][CH2:13][c:14]1[n:15][c:16](-[c:20]2[cH:21][c:22](-[c:26]3[cH:27][cH:28][cH:29][cH:30][cH:31]3)[cH:23][cH:24][cH:25]2)[o:17][c:18]1[CH3:19]. Reactants: O=C(CNC(OC(C)(C)C)=O)N1CCC2(CC1)C(NC1=NC=C(C=C1C2)\C=C\C(N2CC=C(CC2)CC=2SC=CN2)=O)=O ((E)-tert-butyl (2-oxo-2-(2-oxo-6-(3-oxo-3-(4-(thiazol-2-ylmethyl)-5,6-dihydropyridin-1(2H)-yl)prop-1-en-1-yl)-2,4-dihydro-1H-spiro[[1,8]naphthyridine-3,4′-piperidin]-1′-yl)ethyl)carbamate), Cl (HCl). Solvent: O1CCOCC1 (1,4-dioxane), CCOCC (ether). Reaction conditions: temperature 27.5 celsius, time 3 hour. Product: Cl.NCC(=O)N1CCC2(CC1)C(NC1=NC=C(C=C1C2)\C=C\C(N2CC=C(CC2)CC=2SC=CN2)=O)=O ((E)-1′-(2-aminoacetyl)-6-(3-oxo-3-(4-(thiazol-2-ylmethyl)-5,6-dihydropyridin-1(2H)-yl)prop-1-en-1-yl)-1H-spiro[[1,8]naphthyridine-3,4′-piperidin]-2(4H)-one hydrochloride). RXN SMILES: [O:1]=[C:2]([N:12]1[CH2:17][CH2:16][C:15]2([CH2:26][C:25]3[C:20](=[N:21][CH:22]=[C:23](/[CH:27]=[CH:28]/[C:29](=[O:42])[N:30]4[CH2:35][CH2:34][C:33]([CH2:36][C:37]5[S:38][CH:39]=[CH:40][N:41]=5)=[CH:32][CH2:31]4)[CH:24]=3)[NH:19][C:18]2=[O:43])[CH2:14][CH2:13]1)[CH2:3][NH:4]C(=O)OC(C)(C)C.[ClH:44]>O1CCOCC1.CCOCC>[ClH:44].[NH2:4][CH2:3][C:2]([N:12]1[CH2:13][CH2:14][C:15]2([CH2:26][C:25]3[C:20](=[N:21][CH:22]=[C:23](/[CH:27]=[CH:28]/[C:29](=[O:42])[N:30]4[CH2:35][CH2:34][C:33]([CH2:36][C:37]5[S:38][CH:39]=[CH:40][N:41]=5)=[CH:32][CH2:31]4)[CH:24]=3)[NH:19][C:18]2=[O:43])[CH2:16][CH2:17]1)=[O:1] |f:4.5|. Procedure details: To a stirred solution of (E)-tert-butyl (2-oxo-2-(2-oxo-6-(3-oxo-3-(4-(thiazol-2-ylmethyl)-5,6-dihydropyridin-1(2H)-yl)prop-1-en-1-yl)-2,4-dihydro-1Hspiro[[1,8]naphthyridine-3,4′-piperidin]-1′-yl)ethyl)carbamate (41.1) (20 mg, 0.03 mmol) in 1,4-dioxane (1 mL) was added 2M HCl in ether (0.24 mL) drop wise at 0° C. and the reaction mixture was allowed to stir at 20-35° C. for 3 h. Then the reaction mixture was rotary evaporated under vacuum to get residue which was triturated with diethyl ether to... Reaction SMILES: C[O:2][C:3](=[O:38])[CH2:4][CH2:5]/[CH:6]=[CH:7]/[CH:8]1[O:37][C@H:11]2[CH2:12][C@@H:13]([O:30][CH:31]3[CH2:36][CH2:35][CH2:34][CH2:33][O:32]3)[C@H:14](/[CH:15]=[CH:16]/[C@@H:17]([O:23][CH:24]3[CH2:29][CH2:28][CH2:27][CH2:26][O:25]3)[CH2:18][CH2:19][CH2:20][CH2:21][CH3:22])[C@H:10]2[CH2:9]1.[OH-].[K+].C(O)(=O)C(O)=O>CO>[O:37]1[C@H:11]2[CH2:12][C@@H:13]([O:30][CH:31]3[CH2:36][CH2:35][CH2:34][CH2:33][O:32]3)[C@H:14](/[CH:15]=[CH:16]/[C@@H:17]([O:23][CH:24]3[CH2:29][CH2:28][CH2:27][CH2:26][O:25]3)[CH2:18][CH2:19][CH2:20][CH2:21][CH3:22])[C@H:10]2[CH2:9][CH:8]1/[CH:7]=[CH:6]/[CH2:5][CH2:4][C:3]([OH:38])=[O:2] |f:1.2|. Solvent: CO (methanol). Starting materials: COC(CC\C=C\C1C[C@H]2[C@H](C[C@H]([C@@H]2\C=C\[C@H](CCCCC)OC2OCCCC2)OC2OCCCC2)O1)=O ((4E,13E)-(6RS,9α,11α,15S)-6,9-epoxy-11,15-bis(tetrahydropyran-2-yloxy)prosta-4,13-dienoic acid methyl ester), aqueous solution, [OH-].[K+] (potassium hydroxide), C(C(=O)O)(=O)O (oxalic acid). Procedure details: To a solution of 480 mg of (4E,13E)-(6RS,9α,11α,15S)-6,9-epoxy-11,15-bis(tetrahydropyran-2-yloxy)prosta-4,13-dienoic acid methyl ester (prepared as described in Example 7) in 3 ml of methanol was added 5 ml of a 5% aqueous solution of potassium hydroxide at 45° to 50° C., and the mixture was stirred for one hour at the same temperature. The reaction mixture was then acidified to pH 5 to 6 with an aqueous solution of oxalic acid and extracted with ethyl acetate. The extract was washed with water ... The product is O1C(/C=C/CCC(=O)O)C[C@H]2[C@@H]1C[C@H]([C@@H]2\C=C\[C@H](CCCCC)OC2OCCCC2)OC2OCCCC2 ((4E,13E)-(6RS,9α,11α,15S)-6,9-Epoxy-11,15-bis(tetrahydropyran-2-yloxy)prosta-4,13-dienoic acid). Conditions: time 1 hour. Isolated yield 98.4%.